From a dataset of the Open Reaction Database (ORD), a public repository of structured organic reaction records. describe an organic reaction: reactants, conditions, products, and yield The reactants are O=C1CCC(C2=C1SC=C2)NC(=O)N ((-)-4,5,6,7-tetrahydro-7-oxobenzo[b]thien-4-ylurea), O=C1CCC(C2=C1SC=C2)NC(=O)N ((+)- 4,5,6,7-tetrahydro-7-oxobenzo[b]thien-4-ylurea), [BH4-].[Na+] (NaBH4). Solvent: CO (methanol). The product is OC1CCC(C2=C1SC=C2)NC(=O)N ((+)-4,5,6,7-tetrahydro-7-hydroxybenzo[b]thien-4-ylurea). RXN SMILES: [O:1]=[C:2]1[C:7]2[S:8][CH:9]=[CH:10][C:6]=2[CH:5]([NH:11][C:12]([NH2:14])=[O:13])[CH2:4][CH2:3]1.[BH4-].[Na+]>CO>[OH:1][CH:2]1[C:7]2[S:8][CH:9]=[CH:10][C:6]=2[CH:5]([NH:11][C:12]([NH2:14])=[O:13])[CH2:4][CH2:3]1 |f:1.2|. Reported procedure: In the same manner as described in reducing the (-)-4,5,6,7-tetrahydro-7-oxobenzo[b]thien-4-ylurea, (+)- 4,5,6,7-tetrahydro-7-oxobenzo[b]thien-4-ylurea is reduced with NaBH4 to afford isomer B of the title compound, m.p. 216°-217° C. (dec.), [α]D25.5 = + 18.51° (c, 2.11 in methanol). This isomer is 95% pure by high pressure liquid chromatography. Isomer A of the title compound is also purified by high pressure liquid chromatography as a 90-95% pure material, m.p. 160°-164° C. (dec.), [α]D24.5 = ... The reactants are FC1=C2C(C=C(OC2=C(C=C1)C=O)C)=O (5-fluoro-2-methyl-4-oxo-4H-chromene-8-carbaldehyde), C(#N)C=C(C)[O-].[Na+] (sodium 1-cyanoprop-1-en-2-olate), NC(=CC(=O)OC1CCC1)C (cyclobutyl 3-aminobut-2-enoate), C(C)(=O)O (acetic acid). The solvent is CC(C)O (2-propanol). The product is C(#N)C=1C(C(=C(NC1C)C)C(=O)OC1CCC1)C=1C=CC(=C2C(C=C(OC12)C)=O)F (Cyclobutyl 5-cyano-4-(5-fluoro-2-methyl-4-oxo-4H-chromen-8-yl)-2,6-dimethyl-1,4-dihydropyridine-3-carboxylate). Reaction SMILES: [F:1][C:2]1[CH:11]=[CH:10][C:9]([CH:12]=O)=[C:8]2[C:3]=1[C:4](=[O:15])[CH:5]=[C:6]([CH3:14])[O:7]2.[C:16]([CH:18]=[C:19]([O-])[CH3:20])#[N:17].[Na+].[NH2:23][C:24]([CH3:33])=[CH:25][C:26]([O:28][CH:29]1[CH2:32][CH2:31][CH2:30]1)=[O:27].C(O)(=O)C>CC(O)C>[C:16]([C:18]1[CH:12]([C:9]2[CH:10]=[CH:11][C:2]([F:1])=[C:3]3[C:8]=2[O:7][C:6]([CH3:14])=[CH:5][C:4]3=[O:15])[C:25]([C:26]([O:28][CH:29]2[CH2:32][CH2:31][CH2:30]2)=[O:27])=[C:24]([CH3:33])[NH:23][C:19]=1[CH3:20])#[N:17] |f:1.2|. Procedure details: A solution of 100 mg (0.49 mmol) of 5-fluoro-2-methyl-4-oxo-4H-chromene-8-carbaldehyde in 5 ml of 2-propanol is mixed with 50.96 mg (0.49 mmol) of sodium 1-cyanoprop-1-en-2-olate, 75.28 mg (0.49 mmol) of cyclobutyl 3-aminobut-2-enoate and 0.04 ml (0.73 mmol) of acetic acid and stirred under reflux for 3 h. After cooling, the mixture is concentrated. The residue is taken up in dichloromethane and washed with water. The organic phase is dried over sodium sulfate and concentrated. The resulting res... The reactants are [OH-].[Ca+2].[OH-] (calcium hydroxide), ClC1=CC=C(OC(CON=C(CCC)C2C(CC(CC2=O)C2CSCCC2)=O)C)C=C1 (2-{1-[2-(4-chlorophenoxy)propyloximino]butyl}-5-tetrahydrothiopyran-3-ylcyclohexane-1,3-dione). Solvent: CO (methanol), CO (methanol). Conditions: time 5 hour. Yields the product [Ca].ClC1=CC=C(OC(CON=C(CCC)C2C(CC(CC2=O)C2CSCCC2)=O)C)C=C1 (2-{1-[2-(4-chlorophenoxy)propyloximino]butyl}-5-tetrahydrothiopyran-3-ylcyclohexane-1,3-dione calcium salt). As a reaction SMILES: [OH-].[Ca+2:2].[OH-].[Cl:4][C:5]1[CH:34]=[CH:33][C:8]([O:9][CH:10]([CH3:32])[CH2:11][O:12][N:13]=[C:14]([CH:18]2[C:23](=[O:24])[CH2:22][CH:21]([CH:25]3[CH2:30][CH2:29][CH2:28][S:27][CH2:26]3)[CH2:20][C:19]2=[O:31])[CH2:15][CH2:16][CH3:17])=[CH:7][CH:6]=1>CO>[Ca:2].[Cl:4][C:5]1[CH:34]=[CH:33][C:8]([O:9][CH:10]([CH3:32])[CH2:11][O:12][N:13]=[C:14]([CH:18]2[C:23](=[O:24])[CH2:22][CH:21]([CH:25]3[CH2:30][CH2:29][CH2:28][S:27][CH2:26]3)[CH2:20][C:19]2=[O:31])[CH2:15][CH2:16][CH3:17])=[CH:7][CH:6]=1 |f:0.1.2,5.6|. Procedure details: A suspension of calcium hydroxide (0.2 g) in 30 ml of methanol was added to a solution of 2-{1-[2-(4-chlorophenoxy)propyloximino]butyl}-5-tetrahydrothiopyran-3-ylcyclohexane-1,3-dione (2.5 g) in 80 ml of methanol with vigorous stirring. The mixture was subsequently stirred for 5 hours at room temperature, whereupon the solvent was removed in vacuo. Yield: 2.6 g of calcium salt. Reactants: C(C)OC(=O)C=1SC2=C(C1)C=CC(=C2)C(C(=O)O)C(=O)O ([2-(ethoxycarbonyl)-1-benzothien-6-yl]malonic acid). The solvent is O (H2O), O (H2O). Reaction conditions: temperature 200 celsius. Product: C(C)OC(=O)C=1SC2=C(C1)C=CC(=C2)CC(=O)O ([2-(ethoxycarbonyl)-1-benzothien-6-yl]acetic acid). The yield is 99.0%. Reaction SMILES: [CH2:1]([O:3][C:4]([C:6]1[S:7][C:8]2[CH:14]=[C:13]([CH:15](C(O)=O)[C:16]([OH:18])=[O:17])[CH:12]=[CH:11][C:9]=2[CH:10]=1)=[O:5])[CH3:2]>O>[CH2:1]([O:3][C:4]([C:6]1[S:7][C:8]2[CH:14]=[C:13]([CH2:15][C:16]([OH:18])=[O:17])[CH:12]=[CH:11][C:9]=2[CH:10]=1)=[O:5])[CH3:2]. Reported procedure: [2-(ethoxycarbonyl)-1-benzothien-6-yl]malonic acid (0.60 g, 1.95 mmol) was suspended in H2O (4 mL) before heating at 200° C. in a microwave reactor for 60 seconds. The suspension was diluted with H2O (50 mL) and the products extracted into EtOAc (3×75 mL). The combined organic extracts were washed with brine, dried over MgSO4 and concentrated in vacuo to give 0.51 g of product (white solid, 99%). 1H NMR (DMSO-d6) δ 12.42 (br s, 1H), 8.15 (s, 1H), 7.94 (d, J=8.4 Hz, 1H), 7.91 (s, 1H), 7.35 (dd, J... The solvent is O1CCOCC1 (dioxane), CC(C)O (iPrOH). Run at temperature 100 celsius. The product is C1(CCC1)N1C=C(C2=C1N=CN=C2N)I (7-Cyclobutyl-5-iodo-7H-pyrrolo[2,3-d]pyrimidin-4-ylamine). The reactants are N (ammonia), C(=O)=O.CC(=O)C (dry ice acetone), ClC=1C2=C(N=CN1)N(C=C2I)C2CCC2 (4-chloro-7-cyclobutyl-5-iodo-7H-pyrrolo[2,3-d]pyrimidine). Reported procedure: Gaseous ammonia (from a lecture bottle) was condensed into a suspension of 4-chloro-7-cyclobutyl-5-iodo-7H-pyrrolo[2,3-d]pyrimidine (70.7 mg, 0.8115 mmol) in dioxane (2 mL) and iPrOH (2 mL) in a sealable glass tube, cooled by dry ice/acetone, until the volume increased by ≈2 mL, then the tube was sealed and heated to 100° C. overnight. The solvents were evaporated, water was added, the mixture was extracted with CH2Cl2 (3×30 mL), and the combined CH2Cl2 extracts were washed with brine, dried ove... RXN SMILES: [NH3:1].Cl[C:3]1[C:4]2[C:11]([I:12])=[CH:10][N:9]([CH:13]3[CH2:16][CH2:15][CH2:14]3)[C:5]=2[N:6]=[CH:7][N:8]=1.C(=O)=O.CC(C)=O>O1CCOCC1.CC(O)C>[CH:13]1([N:9]2[C:5]3[N:6]=[CH:7][N:8]=[C:3]([NH2:1])[C:4]=3[C:11]([I:12])=[CH:10]2)[CH2:16][CH2:15][CH2:14]1 |f:2.3|.